This data is from the Open Reaction Database (ORD), a public repository of structured organic reaction records. The task is: describe an organic reaction: reactants, conditions, products, and yield Starting materials: N[C@H]1CN(C[C@H](C1)N(CC(C)C)C(=O)C=1C(=NC(=NC1)C(C)(C)C)NCCCSC)C(=O)OC(C)(C)C (tert-Butyl (3R,5S)-3-amino-5-{[(2-tert-butyl-4-{[3-(methylsulfanyl)propyl]amino}pyrimidin-5-yl)carbonyl](2-methylpropyl)amino}piperidine-1-carboxylate), ClCCCN=C=O (chloropropyl isocyanate), CC(C)([O-])C.[K+] (Potassium tert-butoxide). The solvent is ClCCCl (1,2-dichloroethane), C1CCOC1 (THF), O (water). Reaction conditions: time 1 hour. Yields the product C(C)(C)(C)C1=NC=C(C(=N1)NCCCSC)C(=O)N([C@@H]1CN(C[C@@H](C1)N1C(NCCC1)=O)C(=O)OC(C)(C)C)CC(C)C (tert-butyl (3S,5R)-3-{[(2-tert-butyl-4-{[3-(methylsulfanyl)propyl]amino}pyrimidin-5-yl)carbonyl](2-methylpropyl)amino}-5-(2-oxotetrahydropyrimidin-1(2H)-yl)piperidine-1-carboxylate). RXN SMILES: [NH2:1][C@@H:2]1[CH2:7][C@H:6]([N:8]([C:13]([C:15]2[C:16]([NH:25][CH2:26][CH2:27][CH2:28][S:29][CH3:30])=[N:17][C:18]([C:21]([CH3:24])([CH3:23])[CH3:22])=[N:19][CH:20]=2)=[O:14])[CH2:9][CH:10]([CH3:12])[CH3:11])[CH2:5][N:4]([C:31]([O:33][C:34]([CH3:37])([CH3:36])[CH3:35])=[O:32])[CH2:3]1.CC(C)([O-])C.[K+].Cl[CH2:45][CH2:46][CH2:47][N:48]=[C:49]=[O:50]>ClCCCl.C1COCC1.O>[C:21]([C:18]1[N:17]=[C:16]([NH:25][CH2:26][CH2:27][CH2:28][S:29][CH3:30])[C:15]([C:13]([N:8]([CH2:9][CH:10]([CH3:12])[CH3:11])[C@H:6]2[CH2:7][C@@H:2]([N:1]3[CH2:45][CH2:46][CH2:47][NH:48][C:49]3=[O:50])[CH2:3][N:4]([C:31]([O:33][C:34]([CH3:35])([CH3:36])[CH3:37])=[O:32])[CH2:5]2)=[O:14])=[CH:20][N:19]=1)([CH3:24])([CH3:22])[CH3:23] |f:1.2|. Procedure: tert-Butyl (3R,5S)-3-amino-5-{[(2-tert-butyl-4-{[3-(methylsulfanyl)propyl]amino}pyrimidin-5-yl)carbonyl](2-methylpropyl)amino}piperidine-1-carboxylate (97 mg) was dissolved in 1,2-dichloroethane (2 ml)-THF (2 ml), chloropropyl isocyanate (25 μl) was added, and the mixture was stirred at room temperature for 1 hr. Potassium tert-butoxide (30 mg) was added and the reaction mixture was stirred at room temperature for 8 hr, and further at 60° C. for 12 hr. The reaction mixture was diluted with water... Solvent: O (water). Reported procedure: A stirred autoclave was charged with 400 ml. tetrahydrofuran (THF), 100 ml. ammonia, 50 g. terephthalonitrile (TPN) and 6.0 g. cobalt supported catalyst and various amounts of water. The autoclave was heated to 120° C. Hydrogen was introduced rapidly until the selected pressure was reached. The absorption of hydrogen started immediately and additional hydrogen was added to keep the pressure at the selected level. The course of the reaction was monitored by measuring the volume of hydrogen consum... As a reaction SMILES: O1CCCC1.N.[C:7](#[N:16])[C:8]1[CH:15]=[CH:14][C:11]([C:12]#[N:13])=[CH:10][CH:9]=1.[H][H]>[Co].O>[C:8]1([CH2:7][NH2:16])[CH:15]=[CH:14][C:11]([CH2:12][NH2:13])=[CH:10][CH:9]=1. The product is C1(=CC=C(C=C1)CN)CN (p-xylylene diamine). Reaction conditions: temperature 120 celsius. The reagents and catalysts are [Co] (cobalt). Starting materials: O1CCCC1 (tetrahydrofuran), [H][H] (Hydrogen), N (ammonia), C(C1=CC=C(C#N)C=C1)#N (terephthalonitrile). The reactants are CC(C)(C=C)O (2-methyl-3-buten-2-ol), [H-].[Na+] (sodium hydride oil dispersion), C(C1=CC=CC=C1)Br (benzyl bromide). Run in O1CCCC1 (tetrahydrofuran). Reaction conditions: time 3 hour. Yields the product C(C1=CC=CC=C1)OC(C)(C=C)C (2-Benzyloxy-2-methyl-3-butene). Isolated yield 52.2%. As a reaction SMILES: [H-].[Na+].[CH3:3][C:4]([OH:8])([CH:6]=[CH2:7])[CH3:5].[CH2:9](Br)[C:10]1[CH:15]=[CH:14][CH:13]=[CH:12][CH:11]=1>O1CCCC1>[CH2:9]([O:8][C:4]([CH3:5])([CH:6]=[CH2:7])[CH3:3])[C:10]1[CH:15]=[CH:14][CH:13]=[CH:12][CH:11]=1 |f:0.1|. Procedure: To a stirred suspension of 18.6 g of 60% sodium hydride oil dispersion (0.46 mol) in 50 mL of dry tetrahydrofuran at 0° C. was added 40 g (0.46 mol) of 2-methyl-3-buten-2-ol over 30 minutes. The resulting mixture was warmed to room temperature and stirred for 3 hours, then heated at reflux for an additional 30 minutes. The mixture was cooled to 0° C., treated with 80 g (0.46 mol) of benzyl bromide, then heated at reflux for 5 hours. The reaction mixture was cooled, filtered and concentrated unde... The reactants are C(C1=CC=CC=C1)OC(CNC(C(=O)C)=O)=O (pyruvyl-glycine benzyl ester). Solvent: O (water). The product is C(C(=O)C)(=O)NCC(=O)O (pyruvyl-glycine). Reaction SMILES: C([O:8][C:9](=[O:17])[CH2:10][NH:11][C:12](=[O:16])[C:13]([CH3:15])=[O:14])C1C=CC=CC=1>O>[C:12]([NH:11][CH2:10][C:9]([OH:17])=[O:8])(=[O:16])[C:13]([CH3:15])=[O:14]. Procedure: Preferably in this method of synthesis, the thionyl chloride or oxalyl chloride is added to a suspension of sodium pyruvate to yield the pyruvyl chloride to which is added the of glycine benzyl ester hydrochloride. The resulting slurry is cooled during the addition of N-methylmorpholine solution to yield a pyruvyl-glycine benzyl ester. The yielding of the pyruvyl-glycine benzyl ester occurs after warming, the addition of water, separation, washing, drying, evaporation, precipitation, filtering, ... Reactants: CC(C)=CCBr, O=C([O-])[O-], CO, [K+], [K+], Cc1ccc2c(c1)NC(=O)C(NC(=O)OC(C)(C)C)CN2. Product: CC(C)=CCN1CC(NC(=O)OC(C)(C)C)C(=O)Nc2cc(C)ccc21. Reaction SMILES: [Br:22][CH2:23][CH:24]=[C:25]([CH3:26])[CH3:27].[C:28](=[O:29])([O-:30])[O-:31].[CH3:34][OH:35].[K+:32].[K+:33].[O:1]=[C:2]1[CH:3]([NH:14][C:15](=[O:16])[O:17][C:18]([CH3:19])([CH3:20])[CH3:21])[CH2:4][NH:5][c:6]2[c:7]([cH:9][c:10]([CH3:13])[cH:11][cH:12]2)[NH:8]1>>[O:1]=[C:2]1[CH:3]([NH:14][C:15](=[O:16])[O:17][C:18]([CH3:19])([CH3:20])[CH3:21])[CH2:4][N:5]([CH2:23][CH:24]=[C:25]([CH3:26])[CH3:27])[c:6]2[c:7]([cH:9][c:10]([CH3:13])[cH:11][cH:12]2)[NH:8]1. Reactants: N12CCCCCC2=NCCC1 (1,8-diazabicyclo[5,4,0]undec-7-ene), FC(C(F)(F)F)(C1=CC(=NC=C1)C=1NOC(N1)=O)F (3-(4-pentafluoroethylpyridin-2-yl)-1,2,4-oxadiazol-5-one), N1(CCCC1)C(=O)Cl (1-pyrrolidinecarbonyl chloride). Solvent: N1=CC=CC=C1 (pyridine). Conditions: time 4 hour. Yields the product N1(CCCC1)C(=O)N1C(=NOC1=O)C1=NC=CC(=C1)C(C(F)(F)F)(F)F (4-(1-pyrrolidinecarbonyl)-3-(4-pentafluoroethylpyridin-2-yl)-1,2,4-oxadiazol-5-one). Yield: 63.2%. RXN SMILES: N12CCCN=C1CCCCC2.[F:12][C:13]([F:30])([C:18]1[CH:23]=[CH:22][N:21]=[C:20]([C:24]2[NH:25][O:26][C:27](=[O:29])[N:28]=2)[CH:19]=1)[C:14]([F:17])([F:16])[F:15].[N:31]1([C:36](Cl)=[O:37])[CH2:35][CH2:34][CH2:33][CH2:32]1>N1C=CC=CC=1>[N:31]1([C:36]([N:28]2[C:27](=[O:29])[O:26][N:25]=[C:24]2[C:20]2[CH:19]=[C:18]([C:13]([F:12])([F:30])[C:14]([F:15])([F:17])[F:16])[CH:23]=[CH:22][N:21]=2)=[O:37])[CH2:35][CH2:34][CH2:33][CH2:32]1. Procedure details: To 2 ml of pyridine were added 0.16 g of 1,8-diazabicyclo[5,4,0]undec-7-ene, and 0.2 g of 3-(4-pentafluoroethylpyridin-2-yl)-1,2,4-oxadiazol-5-one, and 0.14 g of 1-pyrrolidinecarbonyl chloride was added at room temperature. After stirring for 4 hours, the resultant solution was concentrated, and the residue was subjected to silica gel column chromatography to obtain 0.17 g of 4-(1-pyrrolidinecarbonyl)-3-(4-pentafluoroethylpyridin-2-yl)-1,2,4-oxadiazol-5-one (present compound (63)). Starting materials: CS(=O)(=O)N1C(SCCC1)=C[N+](=O)[O-] (N-(methylsulfonyl)-2-(nitromethylene)-tetrahydro-2H-1,3-thiazine), ClN1C(CCC1=O)=O (N-chlorosuccinimide), azoisobutyronitrile. Solvent: ClC(C)Cl (dichloroethane). Yields the product CS(=O)(=O)N1C(SCCC1)=C([N+](=O)[O-])Cl (N-(Methylsulfonyl)-2-(chloronitromethylene)-tetrahydro-2H-1,3-thiazine). As a reaction SMILES: [CH3:1][S:2]([N:5]1[CH2:10][CH2:9][CH2:8][S:7][C:6]1=[CH:11][N+:12]([O-:14])=[O:13])(=[O:4])=[O:3].[Cl:15]N1C(=O)CCC1=O>ClC(Cl)C>[CH3:1][S:2]([N:5]1[CH2:10][CH2:9][CH2:8][S:7][C:6]1=[C:11]([Cl:15])[N+:12]([O-:14])=[O:13])(=[O:3])=[O:4]. Procedure: A stirred solution of 0.238 g of (1A), 0.15 g of N-chlorosuccinimide and about 1 mg of azoisobutyronitrile in 10 ml of dichloroethane was refluxed overnight. The resulting mixture was cooled, washed with water, dried (MgSO4) and stripped of solvent, giving a yellow oil. The oil was flash-chromatographed over silica gel, using methylene chloride as eluent, to give (2). Starting materials: N(=[N+]=[N-])CC1=CC=C(C(=N)NOC)C=C1 (4-Azidomethyl-N-methoxy-benzamidine). The reagents and catalysts are O=[Pt]=O (PtO2). Run in C(C)O (ethanol). Reaction conditions: time 4 hour. Product: NCC1=CC=C(C(=N)NOC)C=C1 (4-Aminomethyl-N-methoxy-benzamidine). Reaction SMILES: [N:1]([CH2:4][C:5]1[CH:15]=[CH:14][C:8]([C:9]([NH:11][O:12][CH3:13])=[NH:10])=[CH:7][CH:6]=1)=[N+]=[N-]>C(O)C.O=[Pt]=O>[NH2:1][CH2:4][C:5]1[CH:15]=[CH:14][C:8]([C:9]([NH:11][O:12][CH3:13])=[NH:10])=[CH:7][CH:6]=1. Procedure: To a solution of 4-azidomethyl-N-methoxy-benzamidine (11.3 g, 0.055 mol; see step (i) above) in 200 mL of ethanol was added 200 mg of PtO2. The mixture was hydrogenated with constant bubbling ofhydrogen for 4 h and subsequently filtered through Celite® and evaporated. Yield: 7.34 g (74%).